Dataset: the Open Reaction Database (ORD), a public repository of structured organic reaction records. Task: describe an organic reaction: reactants, conditions, products, and yield Reactants: COS(=O)(=O)[O-].C(CCCCCCCCCCCCCCCCC)[N+](C)(C)CCCCCCCCCCCCCCCCCC (distearyl dimethyl ammonium methylsulfate), S(O)(O)(=O)=O (sulfuric acid). The solvent is CO (methanol), O (water). Reaction conditions: temperature 350 celsius, time 18 hour. Yields the product S([O-])(O)(=O)=O.C(CCCCCCCCCCCCCCCCC)[N+](C)(C)CCCCCCCCCCCCCCCCCC (distearyl dimethyl ammonium bisulfate). The yield is 70.9%. Reaction SMILES: C[O:2][S:3]([O-:6])(=[O:5])=[O:4].[CH2:7]([N+:25]([CH2:28][CH2:29][CH2:30][CH2:31][CH2:32][CH2:33][CH2:34][CH2:35][CH2:36][CH2:37][CH2:38][CH2:39][CH2:40][CH2:41][CH2:42][CH2:43][CH2:44][CH3:45])([CH3:27])[CH3:26])[CH2:8][CH2:9][CH2:10][CH2:11][CH2:12][CH2:13][CH2:14][CH2:15][CH2:16][CH2:17][CH2:18][CH2:19][CH2:20][CH2:21][CH2:22][CH2:23][CH3:24].S(=O)(=O)(O)O>CO.O>[S:3](=[O:4])(=[O:2])([OH:6])[O-:5].[CH2:28]([N+:25]([CH2:7][CH2:8][CH2:9][CH2:10][CH2:11][CH2:12][CH2:13][CH2:14][CH2:15][CH2:16][CH2:17][CH2:18][CH2:19][CH2:20][CH2:21][CH2:22][CH2:23][CH3:24])([CH3:27])[CH3:26])[CH2:29][CH2:30][CH2:31][CH2:32][CH2:33][CH2:34][CH2:35][CH2:36][CH2:37][CH2:38][CH2:39][CH2:40][CH2:41][CH2:42][CH2:43][CH2:44][CH3:45] |f:0.1,5.6|. Reported procedure: In a 1 liter 3-necked round bottomed flask equipped with a mechanical stirrer and reflux condenser were suspended 60 grams (90.8 millimoles) of distearyl dimethyl ammonium methylsulfate in a mixture of 168.75 grams of methanol and 56.25 grams of deionized water. 9.57 grams of 95 percent sulfuric acid (90.8 millimoles) were then added and the reaction mixture was heated at gentle reflux, at about 71° to 72° C., for 4 hours. The resulting cloudy, emulsion-like mixture was then cooled slowly. After...